Task: describe an organic reaction: reactants, conditions, products, and yield. Dataset: the Open Reaction Database (ORD), a public repository of structured organic reaction records The reactants are C(C1=CC=CC=C1)OC1=NN(C=C1C=O)C1=CC=CC=C1 (3-benzyloxy-1-phenyl-1H-pyrazole-4-carbaldehyde), S1C(NC(C1)=O)=O (1,3-thiazolidine-2,4-dione), N1CCCCC1 (piperidine). Run in C(C)O (ethanol). The product is C(C1=CC=CC=C1)OC1=NN(C=C1\C=C/1\C(NC(S1)=O)=O)C1=CC=CC=C1 ((5Z)-5-[(3-benzyloxy-1-phenyl-1H-pyrazol-4-yl)methylene]-1,3-thiazolidine-2,4-dione). Yield: 87.8%. Reaction SMILES: [CH2:1]([O:8][C:9]1[C:13]([CH:14]=O)=[CH:12][N:11]([C:16]2[CH:21]=[CH:20][CH:19]=[CH:18][CH:17]=2)[N:10]=1)[C:2]1[CH:7]=[CH:6][CH:5]=[CH:4][CH:3]=1.[S:22]1[CH2:26][C:25](=[O:27])[NH:24][C:23]1=[O:28].N1CCCCC1>C(O)C>[CH2:1]([O:8][C:9]1[C:13](/[CH:14]=[C:26]2/[C:25](=[O:27])[NH:24][C:23](=[O:28])[S:22]/2)=[CH:12][N:11]([C:16]2[CH:21]=[CH:20][CH:19]=[CH:18][CH:17]=2)[N:10]=1)[C:2]1[CH:7]=[CH:6][CH:5]=[CH:4][CH:3]=1. Reported procedure: A mixture of 3-benzyloxy-1-phenyl-1H-pyrazole-4-carbaldehyde (2.50 g), 1,3-thiazolidine-2,4-dione (1.05 g), piperidine (0.15 g) and ethanol (80 mL) was heated under reflux for 1 hr. The reaction mixture was concentrated, and the obtained crystals were washed with ethanol to give (5Z)-5-[(3-benzyloxy-1-phenyl-1H-pyrazol-4-yl)methylene]-1,3-thiazolidine-2,4-dione as yellow crystals (2.97 g, yield 87%). Recrystallization from tetrahydrofuran-hexane gave yellow prism crystals. melting point: >300° C... Reactants: FC=1C=C(C=CC1OC1=CC=NC2=CC(=CC=C12)OC)NC(=O)C=1C(N(N(C1C)C[C@@H](C)OC([C@H](C)N)=O)C1=CC=CC=C1)=O ((S)—((R)-1-(4-(3-fluoro-4-(7-methoxyquinolin-4-yloxy)phenyl-carbamoyl)-5-methyl-3-oxo-2-phenyl-2,3-dihydropyrazol-1-yl)propan-2-yl)2-amino-propanoate), Cl (HCl). Run in CCOC(=O)C (EtOAc). Product: Cl.FC=1C=C(C=CC1OC1=CC=NC2=CC(=CC=C12)OC)NC(=O)C=1C(N(N(C1C)C[C@@H](C)OC([C@H](C)N)=O)C1=CC=CC=C1)=O ((S)—((R)-1-(4-(3-fluoro-4-(7-methoxyquinolin-4-yloxy)phenylcarbamoyl)-5-methyl-3-oxo-2-phenyl-2,3-dihydropyrazol-1-yl)propan-2-yl)2-aminopropanoate hydrochloride), solid. Yield: 83.0%. As a reaction SMILES: [F:1][C:2]1[CH:3]=[C:4]([NH:21][C:22]([C:24]2[C:25](=[O:45])[N:26]([C:39]3[CH:44]=[CH:43][CH:42]=[CH:41][CH:40]=3)[N:27]([CH2:30][C@H:31]([O:33][C:34](=[O:38])[C@@H:35]([NH2:37])[CH3:36])[CH3:32])[C:28]=2[CH3:29])=[O:23])[CH:5]=[CH:6][C:7]=1[O:8][C:9]1[C:18]2[C:13](=[CH:14][C:15]([O:19][CH3:20])=[CH:16][CH:17]=2)[N:12]=[CH:11][CH:10]=1.[ClH:46]>CCOC(C)=O>[ClH:46].[F:1][C:2]1[CH:3]=[C:4]([NH:21][C:22]([C:24]2[C:25](=[O:45])[N:26]([C:39]3[CH:40]=[CH:41][CH:42]=[CH:43][CH:44]=3)[N:27]([CH2:30][C@H:31]([O:33][C:34](=[O:38])[C@@H:35]([NH2:37])[CH3:36])[CH3:32])[C:28]=2[CH3:29])=[O:23])[CH:5]=[CH:6][C:7]=1[O:8][C:9]1[C:18]2[C:13](=[CH:14][C:15]([O:19][CH3:20])=[CH:16][CH:17]=2)[N:12]=[CH:11][CH:10]=1 |f:3.4|. Procedure details: The title compound was prepared according to the procedure described in Example 1 Step 3 by using (S)—((R)-1-(4-(3-fluoro-4-(7-methoxyquinolin-4-yloxy)phenyl-carbamoyl)-5-methyl-3-oxo-2-phenyl-2,3-dihydropyrazol-1-yl)propan-2-yl)2-amino-propanoate (61.3 mg, 0.1 mmol) and a saturated HCl solution in EtOAc (3 mL). The title compound was obtained as a pale yellow solid (57.1 mg, 83%). Reactants: COC(C1=CN=C(C(=C1NC1=C(C=C(C=C1)Br)Cl)Cl)N=[N+]=[N-])=O (6-azido-4-(4-bromo-2-chlorophenylamino)-5-chloronicotinic acid methyl ester), ClCCl.C(C)(=O)O (dichloromethane acetic acid). The reagents and catalysts are [Zn] (Zinc). Run in C(C)(=O)OCC (ethyl acetate). Product: COC(C1=CN=C(C(=C1NC1=C(C=C(C=C1)Br)Cl)Cl)N)=O (6-amino-4-(4-bromo-2-chlorophenylamino)-5-chloro-nicotinic acid methyl ester). The yield is 97.8%. As a reaction SMILES: [CH3:1][O:2][C:3](=[O:23])[C:4]1[C:9]([NH:10][C:11]2[CH:16]=[CH:15][C:14]([Br:17])=[CH:13][C:12]=2[Cl:18])=[C:8]([Cl:19])[C:7]([N:20]=[N+]=[N-])=[N:6][CH:5]=1.ClCCl.C(O)(=O)C>[Zn].C(OCC)(=O)C>[CH3:1][O:2][C:3](=[O:23])[C:4]1[C:9]([NH:10][C:11]2[CH:16]=[CH:15][C:14]([Br:17])=[CH:13][C:12]=2[Cl:18])=[C:8]([Cl:19])[C:7]([NH2:20])=[N:6][CH:5]=1 |f:1.2|. Procedure: Zinc powder (10 g, 155 mmol) was added portionwise to a suspension of 6-azido-4-(4-bromo-2-chlorophenylamino)-5-chloronicotinic acid methyl ester (27) (12.94 g, 31 mmol) in 3:1 dichloromethane/acetic acid (300 mL). After fifteen minutes the reaction mixture was poured into 700 mL ethyl acetate, washed with water, saturated sodium bicarbonate and brine. The organic solution was dried over NaSO4, filtered, and concentrated in vacuo to provide the desired product (28) as an off-white solid (11.85 g... Reactants: [Al+3], CCOC(=O)C1CCN(C(=O)OC(C)(C)C)CC1, [H-], [H-], [H-], [H-], [Li+], [Na+], [Na+], C1CCOC1, O, O, O, O, O, O, O, O, O, O, O=S(=O)([O-])[O-]. Product: CC(C)(C)OC(=O)N1CCC(CO)CC1. As a reaction SMILES: [Al+3:20].[C:1]([CH3:2])([CH3:3])([CH3:4])[O:5][C:6](=[O:7])[N:8]1[CH2:9][CH2:10][CH:11]([C:12](=[O:13])[O:14][CH2:15][CH3:16])[CH2:17][CH2:18]1.[H-:19].[H-:22].[H-:23].[H-:24].[Li+:21].[Na+:40].[Na+:41].[O:42]1[CH2:43][CH2:44][CH2:45][CH2:46]1.[OH2:25].[OH2:26].[OH2:27].[OH2:28].[OH2:29].[OH2:30].[OH2:31].[OH2:32].[OH2:33].[OH2:34].[S:35]([O-:36])([O-:37])(=[O:38])=[O:39]>>[C:1]([CH3:2])([CH3:3])([CH3:4])[O:5][C:6](=[O:7])[N:8]1[CH2:9][CH2:10][CH:11]([CH2:12][OH:13])[CH2:17][CH2:18]1. Yields the product COC(=O)C1=C(C2=C(N(C(=N2)C)C2=CC=CC=C2)C=C1)C (2,4-Dimethyl-1-phenyl-1H-benzoimidazole-5-carboxylic acid methyl ester). As a reaction SMILES: [CH3:1][O:2][C:3](=[O:15])[C:4]1[CH:9]=[CH:8][C:7](Br)=[C:6]([N+:11]([O-])=O)[C:5]=1[CH3:14].[C:16]1([NH:22][C:23](=O)[CH3:24])[CH:21]=[CH:20][CH:19]=[CH:18][CH:17]=1>>[CH3:1][O:2][C:3]([C:4]1[CH:9]=[CH:8][C:7]2[N:22]([C:16]3[CH:21]=[CH:20][CH:19]=[CH:18][CH:17]=3)[C:23]([CH3:24])=[N:11][C:6]=2[C:5]=1[CH3:14])=[O:15]. Reported procedure: The title compound was prepared with the analogous procedure described in example 3 using 4-Bromo-2-methyl-3-nitrobenzoic acid methyl ester and N-phenylacetamide (81 mg, 0.6 mmol) as starting materials to yield the title compound as yellow solid. 1H NMR (DMSO) δ 2.49 (s, 3 H), 2.62 (s, 3 H), 7.18 (d, J=8.6 Hz, 1 H), 7.28 (d, J=8.6 Hz, 1 H), 7.52-7.61 (m, 6 H); 13C NMR δ 13.5, 14.7, 51.8, 108.0, 123.7, 125.9, 126.9, 129.7, 130.1, 130.2, 134.0, 136.5, 138.0, 152.8, 167.2. Reactants: COC(C1=C(C(=C(C=C1)Br)[N+](=O)[O-])C)=O (4-Bromo-2-methyl-3-nitrobenzoic acid methyl ester), C1(=CC=CC=C1)NC(C)=O (N-phenylacetamide). Reactants: N1C=NC=C1 (imidazole), [Si](C)(C)(C(C)(C)C)Cl (tert-butyldimethylsilyl chloride), C(C)(C)(C)OC(=O)N1CC(C(CC1)N1C=CC2=CC=CC=C12)CO (3-Hydroxymethyl-4-indol-1-ylpiperidine-1-carboxylic acid tert-butyl ester). Solvent: ClCCl (dichloromethane), ClCCl (dichloromethane). Yields the product C(C)(C)(C)OC(=O)N1CC(C(CC1)N1C=CC2=CC=CC=C12)CO[Si](C)(C)C(C)(C)C (3-(tert-Butyldimethylsilyloxymethyl)-4-indol-1-ylpiperidine-1-carboxylic acid tert-butyl ester). Yield: 100.9%. RXN SMILES: [C:1]([O:5][C:6]([N:8]1[CH2:13][CH2:12][CH:11]([N:14]2[C:22]3[C:17](=[CH:18][CH:19]=[CH:20][CH:21]=3)[CH:16]=[CH:15]2)[CH:10]([CH2:23][OH:24])[CH2:9]1)=[O:7])([CH3:4])([CH3:3])[CH3:2].N1C=CN=C1.[Si:30](Cl)([C:33]([CH3:36])([CH3:35])[CH3:34])([CH3:32])[CH3:31]>ClCCl>[C:1]([O:5][C:6]([N:8]1[CH2:13][CH2:12][CH:11]([N:14]2[C:22]3[C:17](=[CH:18][CH:19]=[CH:20][CH:21]=3)[CH:16]=[CH:15]2)[CH:10]([CH2:23][O:24][Si:30]([C:33]([CH3:36])([CH3:35])[CH3:34])([CH3:32])[CH3:31])[CH2:9]1)=[O:7])([CH3:4])([CH3:3])[CH3:2]. Procedure details: Dissolve 3-Hydroxymethyl-4-indol-1-ylpiperidine-1-carboxylic acid tert-butyl ester (1.1 g, 3.3 mmol) in dichloromethane (20 ml). Add imidazole (340 mg, 5.0 mmol) and tert-butyldimethylsilyl chloride (754 mg, 5.0 mmol) and stir at ambient temperature for 72 hours. Dilute with dichloromethane, wash with 1N HCl, water, brine. Dry with sodium sulfate, filter, and concentrate to an oil. Purify by flash chromatography (10% ethyl acetate:hexanes) to yield the title compound (1.48 g, 100%). ES (M++1): 3... The product is ClC=1C=C2C=CC(=CC2=CC1)S(=O)(=O)N1CCN(CC1)C(C1=CC=C(C=C1)CCC#N)=O (4-(6-Chloronaphthalene-2-sulfonyl)-1-[4-(2-cyanoethyl)benzoyl]piperazine). Run in N1=CC=CC=C1 (pyridine), CO (methanol). Run at temperature 60 celsius, time 2 hour. As a reaction SMILES: [Cl:1][C:2]1[CH:3]=[C:4]2[C:9](=[CH:10][CH:11]=1)[CH:8]=[C:7]([S:12]([N:15]1[CH2:20][CH2:19][N:18]([C:21](=[O:32])[C:22]3[CH:27]=[CH:26][C:25]([CH:28]=[CH:29][C:30]#[N:31])=[CH:24][CH:23]=3)[CH2:17][CH2:16]1)(=[O:14])=[O:13])[CH:6]=[CH:5]2.[BH4-].[Na+]>N1C=CC=CC=1.CO>[Cl:1][C:2]1[CH:3]=[C:4]2[C:9](=[CH:10][CH:11]=1)[CH:8]=[C:7]([S:12]([N:15]1[CH2:16][CH2:17][N:18]([C:21](=[O:32])[C:22]3[CH:27]=[CH:26][C:25]([CH2:28][CH2:29][C:30]#[N:31])=[CH:24][CH:23]=3)[CH2:19][CH2:20]1)(=[O:13])=[O:14])[CH:6]=[CH:5]2 |f:1.2|. Yield: 64.1%. The reactants are ClC=1C=C2C=CC(=CC2=CC1)S(=O)(=O)N1CCN(CC1)C(C1=CC=C(C=C1)C=CC#N)=O (4-(6-Chloronaphthalene-2-sulfonyl)-1-[4-(2-cyano-1-ethenyl)benzoyl]piperazine), [BH4-].[Na+] (sodium borohydride). Procedure details: 4-(6-Chloronaphthalene-2-sulfonyl)-1-[4-(2-cyano-1-ethenyl)benzoyl]piperazine (699 mg) was dissolved in pyridine (15 ml) and methanol (5 ml), and to the mixture was added sodium borohydride (68 mg). The mixture was stirred at 60° C. for 2 hours and concentrated. To the residue was added diluted hydrochloric acid, and the mixture was extracted with ethyl acetate. The extract was washed with saturated sodium bicarbonate aqueous solution and brine in this order, dried and concentrated. The residue ...